This data is from the Open Reaction Database (ORD), a public repository of structured organic reaction records. The task is: describe an organic reaction: reactants, conditions, products, and yield Starting materials: ClC=1N=NN(C1)C1=CC=C(C=C1)[N+](=O)[O-] (4-chloro-1-(4-nitrophenyl)-1H-1,2,3-triazole), Cl[Sn]Cl (SnCl2). Run in C(C)O (ethanol). Conditions: temperature 85 celsius. Product: ClC=1N=NN(C1)C1=CC=C(N)C=C1 (4-(4-chloro-1H-1,2,3-triazol-1-yl)aniline). Reaction SMILES: [Cl:1][C:2]1[N:3]=[N:4][N:5]([C:7]2[CH:12]=[CH:11][C:10]([N+:13]([O-])=O)=[CH:9][CH:8]=2)[CH:6]=1.Cl[Sn]Cl>C(O)C>[Cl:1][C:2]1[N:3]=[N:4][N:5]([C:7]2[CH:12]=[CH:11][C:10]([NH2:13])=[CH:9][CH:8]=2)[CH:6]=1. Procedure details: To a solution of 4-chloro-1-(4-nitrophenyl)-1H-1,2,3-triazole (0.1 g, 0.45 mmol) in ethanol (3 mL) was added SnCl2 (0.4 g, 1.8 mmol) portionwise. The slurry was warmed up to 85° C. for 2.5 h, then quenched with NaOH (2M), filtered and concentrated. The residue was redissolved in EtOAc and washed with brine. The organic layer was separated, dried (MgSO4), and concentrated to afford 4-(4-chloro-1H-1,2,3-triazol-1-yl)aniline. Reactants: CCO, Cl, O=C(c1cccnc1)c1cccc([N+](=O)[O-])c1, [Na+], [OH-], O, Cl[Sn]Cl. The product is Nc1cccc(C(=O)c2cccnc2)c1. Reaction SMILES: [CH3:24][CH2:25][OH:26].[ClH:27].[N+:1]([O-:2])(=[O:3])[c:4]1[cH:5][c:6]([C:7](=[O:8])[c:9]2[cH:10][n:11][cH:12][cH:13][cH:14]2)[cH:15][cH:16][cH:17]1.[Na+:23].[OH-:22].[OH2:21].[Sn:18]([Cl:19])[Cl:20]>>[NH2:1][c:4]1[cH:5][c:6]([C:7](=[O:8])[c:9]2[cH:10][n:11][cH:12][cH:13][cH:14]2)[cH:15][cH:16][cH:17]1. Starting materials: [OH-].[Na+] (sodium hydroxide), [H-].[Al+3].[Li+].[H-].[H-].[H-] (Lithium aluminum hydride), C([O-])([O-])=O.[K+].[K+] (potassium carbonate), C(C)(C)N1CCC(CC1)C(=O)OCC (ethyl 1-isopropylpiperidine-4-carboxylate), ice. The solvent is O (water), O (water), O1CCCC1 (tetrahydrofuran), O1CCCC1 (tetrahydrofuran). Conditions: time 10 minute. The product is C(C)(C)N1CCC(CC1)CO ((1-isopropylpiperidin-4-yl)methanol). Isolated yield 108.7%. Reaction SMILES: [H-].[Al+3].[Li+].[H-].[H-].[H-].[CH:7]([N:10]1[CH2:15][CH2:14][CH:13]([C:16](OCC)=[O:17])[CH2:12][CH2:11]1)([CH3:9])[CH3:8].[OH-].[Na+].C(=O)([O-])[O-].[K+].[K+]>O1CCCC1.O>[CH:7]([N:10]1[CH2:15][CH2:14][CH:13]([CH2:16][OH:17])[CH2:12][CH2:11]1)([CH3:9])[CH3:8] |f:0.1.2.3.4.5,7.8,9.10.11|. Procedure: Lithium aluminum hydride (1.10 g) is suspended in tetrahydrofuran (80 ml), and thereto is added a solution of ethyl 1-isopropylpiperidine-4-carboxylate (5.00 g) obtained in Reference Example 127 in tetrahydrofuran (30 ml) dropwise under ice-cooling. The reaction solution is stirred for 2 hours under the ice-cooling, and water (1.1 ml), 15% aqueous sodium hydroxide solution (1.1 ml) and water (3.3 ml) are added dropwise successively and stirred for additional 10 minutes. To the resulting reaction... The reactants are C(CCCCSCCCCCSCC)(=O)O (6,12-dithiatetradecanoic acid), COCCCCCCCCCCCC(=O)N (12-methoxy-dodecanamide), C(CCCCSCCCCCSCC)(=O)Cl (6,12-dithiatetradecanoyl chloride), COCCCCCCCCCCCC(=O)Cl (12-methoxydodecanoyl chloride). Yields the product C(CCCCSCCCCCSCC)(=O)N (6,12-dithiatetradecanamide). RXN SMILES: [C:1]([OH:16])(=O)[CH2:2][CH2:3][CH2:4][CH2:5][S:6][CH2:7][CH2:8][CH2:9][CH2:10][CH2:11][S:12][CH2:13][CH3:14].C(Cl)(=O)CCCCSCCCCCSCC.COCCCCCCCCCCCC(Cl)=O.COCCCCCCCCCCCC([NH2:64])=O>>[C:1]([NH2:64])(=[O:16])[CH2:2][CH2:3][CH2:4][CH2:5][S:6][CH2:7][CH2:8][CH2:9][CH2:10][CH2:11][S:12][CH2:13][CH3:14]. Procedure details: When 6,12-dithiatetradecanoic acid is substituted for an equivalent amount of 12-methoxydoecanoic acid in Example 11 and then the resulting 6,12-dithiatetradecanoyl chloride is substituted for an equivalent amount of the 12-methoxydodecanoyl chloride in Example 12, the compound 6,12-dithiatetradecanamide is prepared and can be used in place of the 12-methoxy-dodecanamide with substantially similar antiviral results. The reactants are NC=1C=C(N(C1)C)C(=O)OC (methyl 4-amino-1-methyl-1H-pyrrole-2-carboxylate), Alloc-THP, C(C=C)OC(=O)N1C(C2N(C(C3=C1C=C(C(=C3)OC)OCCCC(=O)O)=O)CCC2)OC2OCCCC2 (4-(10-(allyloxycarbonyl)-7-methoxy-5-oxo-11-(tetrahydro-2H-pyran-2-yloxy)-2,3,5,10,11,11a-hexahydro-1H-pyrrolo[2,1-c][1,4]benzodiazepine-8-yloxy)butanoic acid), CN(C)C=O (DMF), CCN=C=NCCCN(C)C (EDCI), C(C=C)OC(=O)N1C(C2N(C(C3=C1C=C(C(=C3)OC)OCCCC(=O)O)=O)CCC2)OC2OCCCC2 (4-(10-(allyloxycarbonyl)-7-methoxy-5-oxo-11-(tetrahydro-2H-pyran-2-yloxy)-2,3,5,10,11,11a-hexahydro-1H-pyrrolo[2,1-c][1,4]benzodiazepine-8-yloxy)butanoic acid). Reagents/catalysts: CN(C)C=1C=CN=CC1 (DMAP). Reaction conditions: time 6 hour. Product: C(C=C)OC(=O)N1[C@H]([C@H]2N(C(C3=C1C=C(C(=C3)OC)OCCCC(=O)NC3=C(N(C=C3)C)C(=O)O)=O)CCC2)OC2OCCCC2 ((4-(((11S,11aS)-10-((allyloxy)carbonyl)-7-methoxy-5-oxo-11-((tetrahydro-2H-pyran-2-yl)oxy)-2,3,5,10,11,11a-hexahydro-1H-benzo[e]pyrrolo[1,2-a][1,4]diazepin-8-yl)oxy)butanamido)-1-methyl-1H-pyrrole-2-carboxylic acid). As a reaction SMILES: [CH2:1]([O:4][C:5]([N:7]1[C:13]2[CH:14]=[C:15]([O:20][CH2:21]CCC(O)=O)[C:16]([O:18][CH3:19])=[CH:17][C:12]=2[C:11](=[O:27])[N:10]2[CH2:28][CH2:29][CH2:30][CH:9]2[CH:8]1[O:31][CH:32]1[CH2:37][CH2:36][CH2:35][CH2:34][O:33]1)=[O:6])[CH:2]=[CH2:3].CCN=C=[N:42][CH2:43][CH2:44][CH2:45]N(C)C.N[C:50]1[CH:51]=[C:52]([C:56]([O:58]C)=[O:57])[N:53]([CH3:55])[CH:54]=1.CN(C=[O:64])C>CN(C1C=CN=CC=1)C>[CH2:1]([O:4][C:5]([N:7]1[C:13]2[CH:14]=[C:15]([O:20][CH2:21][CH2:45][CH2:44][C:43]([NH:42][C:51]3[CH:50]=[CH:54][N:53]([CH3:55])[C:52]=3[C:56]([OH:58])=[O:57])=[O:64])[C:16]([O:18][CH3:19])=[CH:17][C:12]=2[C:11](=[O:27])[N:10]2[CH2:28][CH2:29][CH2:30][C@H:9]2[C@@H:8]1[O:31][CH:32]1[CH2:37][CH2:36][CH2:35][CH2:34][O:33]1)=[O:6])[CH:2]=[CH2:3]. Procedure details: A solution of Alloc-THP protected PBD acid 13 (1.85 g, 3.57 mmol, 1.2 equivalent) was dissolved in DMF. EDCI (1.24 g, 6.48 mmol, 2.0 eq) and DMAP (0.99 g, 8.1 mmol, 2.5 eq) were added to the stirred solution of 13 at room temperature and the mixture was allowed to stir for 30 minutes after which commercially available methyl 4-amino-1-methyl-1H-pyrrole-2-carboxylate (0.5 g, 3.243 mmol, 1.0 eq) was added. The reaction mixture was allowed to stir for a further 6 hour at which point TLC showed comp... Product: COC(C(CCCC(C)C)(C)C)=O (2,2,6-Trimethyl-heptanoic acid methyl ester). Isolated yield 99.4%. Reaction SMILES: C(NC(C)C)(C)C.[Li]CCCC.[C:13]([O:18][CH3:19])(=[O:17])[CH:14]([CH3:16])[CH3:15].I[CH2:21][CH2:22][CH2:23][CH:24]([CH3:26])[CH3:25].CN1C(=O)N(C)CCC1>C1COCC1.CCCCCC>[CH3:19][O:18][C:13](=[O:17])[C:14]([CH3:16])([CH3:15])[CH2:21][CH2:22][CH2:23][CH:24]([CH3:26])[CH3:25]. The reactants are C(C(C)C)(=O)OC (methyl isobutyrate), ICCCC(C)C (1-iodo-4-methyl pentane), CN1CCCN(C1=O)C (DMPU), C(C)(C)NC(C)C (diisopropyl amine), [Li]CCCC (nBuLi), solution. Run at temperature -78 celsius, time 30 minute. Solvent: C1CCOC1 (THF), C1CCOC1 (THF), CCCCCC (hexane). Procedure: To diisopropyl amine (1.54 mL, 11.03 mmol) in THF (22 mL) at −78° C. was added nBuLi (6.89 mL of a 1.6 M solution in hexane). The solution was stirred for 30 min at −78° C., followed by the addition of methyl isobutyrate (0.97 mL, 8.48 mmol). The mixture was stirred at −78° C. for 2 h, and then 1-iodo-4-methyl pentane (1.8 g, 8.48 mmol) and DMPU (0.55 mL, 4.24 mmol) in THF (6 mL) was added. The reaction was stirred at −78° C. and allowed to slowly reach ambient temperature over 16 h. The reactio... The reactants are FC(C(=O)O)(F)F.CS(=O)(=O)C1=CC=C(OC2=C3C(=NC=N2)N(N=C3)C3CCNCC3)C=C1 (4-(4-methanesulfonyl-phenoxy)-1-piperidin-4-yl-1H-pyrazolo[3,4-d]pyrimidine trifluoroacetate salt), FC(C(=O)O)(F)F.CS(=O)(=O)C1=CC=C(OC2=C3C(=NC=N2)N(N=C3)C3CCNCC3)C=C1 (4-(4-methanesulfonyl-phenoxy)-1-piperidin-4-yl-1H-pyrazolo[3,4-d]pyrimidine trifluoroacetate salt), ClC(=O)OCC(C)(C)C (2,2-dimethylpropyl chloroformate). Product: CC(COC(=O)N1CCC(CC1)N1N=CC=2C1=NC=NC2OC2=CC=C(C=C2)S(=O)(=O)C)(C)C (4-[4-(4-Methanesulfonyl-phenoxy)-pyrazolo[3,4-d]pyrimidin-1-yl]-piperidine-1-carboxylic acid 2,2-dimethyl-propyl ester). As a reaction SMILES: FC(F)(F)C(O)=O.[CH3:8][S:9]([C:12]1[CH:33]=[CH:32][C:15]([O:16][C:17]2[N:22]=[CH:21][N:20]=[C:19]3[N:23]([CH:26]4[CH2:31][CH2:30][NH:29][CH2:28][CH2:27]4)[N:24]=[CH:25][C:18]=23)=[CH:14][CH:13]=1)(=[O:11])=[O:10].Cl[C:35]([O:37][CH2:38][C:39]([CH3:42])([CH3:41])[CH3:40])=[O:36]>>[CH3:40][C:39]([CH3:42])([CH3:41])[CH2:38][O:37][C:35]([N:29]1[CH2:28][CH2:27][CH:26]([N:23]2[C:19]3=[N:20][CH:21]=[N:22][C:17]([O:16][C:15]4[CH:14]=[CH:13][C:12]([S:9]([CH3:8])(=[O:11])=[O:10])=[CH:33][CH:32]=4)=[C:18]3[CH:25]=[N:24]2)[CH2:31][CH2:30]1)=[O:36] |f:0.1|. Procedure: 4-[4-(4-Methanesulfonyl-phenoxy)-pyrazolo[3,4-d]pyrimidin-1-yl]-piperidine-1-carboxylic acid 2,2-dimethyl-propyl ester was prepared according to General Procedure E by the reaction of 4-(4-methanesulfonyl-phenoxy)-1-piperidin-4-yl-1H-pyrazolo[3,4-d]pyrimidine trifluoro-acetate salt (Intermediate 27) with 2,2-dimethylpropyl chloroformate (available from Aldrich Chemical Company, Inc., Milwaukee, Wis., USA). 1H NMR (400 MHz, DMSO-d6) δ 0.93 (s, 9H), 1.98-2.01 (m, 4H), 3.00-3.10 (m, 2H), 3.30 (meth...